From a dataset of the Open Reaction Database (ORD), a public repository of structured organic reaction records. describe an organic reaction: reactants, conditions, products, and yield Starting materials: ClCC=1N=NC=2C(N1)=C(N=C(N2)N)N (3-Chloromethyl-pyrimido[5,4-e][1,2,4]triazine-5,7-diamine), N1CCOCC1 (morpholine). Conditions: temperature 80 celsius. Yields the product N1(CCOCC1)CC=1N=NC=2C(N1)=C(N=C(N2)N)N (3-Morpholin-4-ylmethyl-pyrimido[5,4-e][1,2,4]triazine-5,7-diamine). As a reaction SMILES: Cl[CH2:2][C:3]1[N:4]=[N:5][C:6]2[C:7](=[C:9]([NH2:14])[N:10]=[C:11]([NH2:13])[N:12]=2)[N:8]=1.[NH:15]1[CH2:20][CH2:19][O:18][CH2:17][CH2:16]1>>[N:15]1([CH2:2][C:3]2[N:4]=[N:5][C:6]3[C:7](=[C:9]([NH2:14])[N:10]=[C:11]([NH2:13])[N:12]=3)[N:8]=2)[CH2:20][CH2:19][O:18][CH2:17][CH2:16]1. Reported procedure: A mixture of 3-Chloromethyl-pyrimido[5,4-e][1,2,4]triazine-5,7-diamine 3 (200 mg; 0.95 mmol) and 2.0 mL of morpholine were heated to 80° C. in a sealed tube for 7 h. The mixture was then allowed to cool to room temperature and concentrated in vacuo. The crude product was purified by reverse phase HPLC (Rainin C18, 0% CH3CN to 30% CH3CN gradient, CH3CN/H2O, 0.1% TFA) and the bright yellow fractions containing the product were lyophilized after removal of CH3CN in vacuo to give 261 mg of yellow co... RXN SMILES: [NH2:1][C:2]1[N:6]([CH:7]([CH3:17])[CH2:8][CH2:9][CH2:10][C:11]2[CH:16]=[CH:15][CH:14]=[CH:13][CH:12]=2)[N:5]=[N:4][C:3]=1[C:18]([NH2:20])=[O:19].[N:21]1[CH:26]=[CH:25][C:24]([CH2:27][C:28](OC)=O)=[CH:23][CH:22]=1>>[CH3:17][CH:7]([N:6]1[C:2]2[N:1]=[C:28]([CH2:27][C:24]3[CH:25]=[CH:26][N:21]=[CH:22][CH:23]=3)[NH:20][C:18](=[O:19])[C:3]=2[N:4]=[N:5]1)[CH2:8][CH2:9][CH2:10][C:11]1[CH:12]=[CH:13][CH:14]=[CH:15][CH:16]=1. Yields the product CC(CCCC1=CC=CC=C1)N1N=NC2=C1N=C(NC2=O)CC2=CC=NC=C2 (3-(1-Methyl-4-phenyl-butyl)-5-pyridin-4-ylmethyl-3,6-dihydro-[1,2,3]triazolo[4,5-d]pyrimidin-7-one). The reactants are NC1=C(N=NN1C(CCCC1=CC=CC=C1)C)C(=O)N (5-amino-1-(1-methyl-4-phenyl-butyl)-1H-[1,2,3]triazole-4-carboxamide), N1=CC=C(C=C1)CC(=O)OC (methyl 4-pyridylacetate). Procedure details: Analogously to the procedure of Example 1, the title compound is prepared from 1.0 g (3.8 mmol) of 5-amino-1-(1-methyl-4-phenyl-butyl)-1H-[1,2,3]triazole-4-carboxamide and 2.21 g (14.6 mmol) of methyl 4-pyridylacetate. The reactants are C(CCCCCC)SCCCCCC/C=C/[C@@H]([C@](C(=O)OC(C)(C)C)(CCOC)O)C(=O)N1C(SC([C@@H]1C(C)C)(C1=CC=CC=C1)C1=CC=CC=C1)=O (tert-Butyl (E)-(2S,3S)-11-heptylsulfanyl-2-hydroxy-3-((S)-4-isopropyl-2-oxo-5,5-diphenyl-thiazolidine-3-carbonyl)-2-(2-methoxy-ethyl)-undec-4-enoate), N[C@H](C(=O)OC)CC1=CC=C(C=C1)OCC#CC (methyl (S)-2-amino-3-(4-but-2-ynyloxy-phenyl)-propionate). The solvent is ClCCl (dichloromethane). Reaction conditions: temperature 50 celsius, time 5 day. Product: C(C#CC)OC1=CC=C(C=C1)C[C@@H](C(=O)OC)NC(=O)[C@H]([C@](C(=O)OC(C)(C)C)(CCOC)O)\C=C\CCCCCCSCCCCCCC (tert-butyl (E)-(2S,3S)-3-[(S)-2-(4-but-2-ynyloxy-phenyl)-1-methoxycarbonyl-ethylcarbamoyl]-11-heptylsulfanyl-2-hydroxy-2-(2-methoxy-ethyl)-undec-4-enoate). The yield is 80.0%. RXN SMILES: [CH2:1]([S:8][CH2:9][CH2:10][CH2:11][CH2:12][CH2:13][CH2:14]/[CH:15]=[CH:16]/[C@H:17]([C:31](N1[C@@H](C(C)C)C(C2C=CC=CC=2)(C2C=CC=CC=2)SC1=O)=[O:32])[C@@:18]([OH:30])([CH2:26][CH2:27][O:28][CH3:29])[C:19]([O:21][C:22]([CH3:25])([CH3:24])[CH3:23])=[O:20])[CH2:2][CH2:3][CH2:4][CH2:5][CH2:6][CH3:7].[NH2:54][C@@H:55]([CH2:60][C:61]1[CH:66]=[CH:65][C:64]([O:67][CH2:68][C:69]#[C:70][CH3:71])=[CH:63][CH:62]=1)[C:56]([O:58][CH3:59])=[O:57]>ClCCl>[CH2:68]([O:67][C:64]1[CH:63]=[CH:62][C:61]([CH2:60][C@H:55]([NH:54][C:31]([C@@H:17](/[CH:16]=[CH:15]/[CH2:14][CH2:13][CH2:12][CH2:11][CH2:10][CH2:9][S:8][CH2:1][CH2:2][CH2:3][CH2:4][CH2:5][CH2:6][CH3:7])[C@@:18]([OH:30])([CH2:26][CH2:27][O:28][CH3:29])[C:19]([O:21][C:22]([CH3:24])([CH3:25])[CH3:23])=[O:20])=[O:32])[C:56]([O:58][CH3:59])=[O:57])=[CH:66][CH:65]=1)[C:69]#[C:70][CH3:71]. Procedure details: tert-Butyl (E)-(2S,3S)-11-heptylsulfanyl-2-hydroxy-3-((S)-4-isopropyl-2-oxo-5,5-diphenyl-thiazolidine-3-carbonyl)-2-(2-methoxy-ethyl)-undec-4-enoate (No. 6804239; 68.3 mg, 0.0889 mmol) and methyl (S)-2-amino-3-(4-but-2-ynyloxy-phenyl)-propionate (33.0 mg, 0.133 mmol) were dissolved in dichloromethane. The solvent was distilled off under reduced pressure. The resulting mixture was stirred at 50° C. for 5 days, cooled to room temperature, and then extracted by adding ethyl acetate and water. The o... The reactants are CC(=O)Cl, C1CCOC1, Cc1ccc(Cl)c(-c2ccc(CN3CCNC(c4ccccc4)C3)cc2)c1. Product: CC(=O)N1CCN(Cc2ccc(-c3cc(C)ccc3Cl)cc2)CC1c1ccccc1. Reaction SMILES: [C:28]([CH3:29])(=[O:30])[Cl:31].[CH2:32]1[O:33][CH2:34][CH2:35][CH2:36]1.[c:1]1([CH:7]2[CH2:8][N:9]([CH2:13][c:14]3[cH:15][cH:16][c:17](-[c:20]4[c:21]([Cl:27])[cH:22][cH:23][c:24]([CH3:26])[cH:25]4)[cH:18][cH:19]3)[CH2:10][CH2:11][NH:12]2)[cH:2][cH:3][cH:4][cH:5][cH:6]1>>[c:1]1([CH:7]2[CH2:8][N:9]([CH2:13][c:14]3[cH:15][cH:16][c:17](-[c:20]4[c:21]([Cl:27])[cH:22][cH:23][c:24]([CH3:26])[cH:25]4)[cH:18][cH:19]3)[CH2:10][CH2:11][N:12]2[C:28]([CH3:29])=[O:30])[cH:2][cH:3][cH:4][cH:5][cH:6]1. Starting materials: O=C([O-])[O-], C=CCBr, CC(C)=O, Cc1c(F)c(=O)oc2c(C)c(O)ccc12, [K+], [K+]. Product: C=CCOc1ccc2c(C)c(F)c(=O)oc2c1C. Reaction SMILES: [C:20](=[O:21])([O-:22])[O-:23].[CH2:1]([CH:2]=[CH2:3])[Br:4].[CH3:26][C:27](=[O:28])[CH3:29].[F:5][c:6]1[c:7](=[O:19])[o:8][c:9]2[c:10]([CH3:18])[c:11]([OH:17])[cH:12][cH:13][c:14]2[c:15]1[CH3:16].[K+:24].[K+:25]>>[CH2:1]=[CH:2][CH2:3][O:17][c:11]1[c:10]([CH3:18])[c:9]2[o:8][c:7](=[O:19])[c:6]([F:5])[c:15]([CH3:16])[c:14]2[cH:13][cH:12]1. Reactants: [Cl-].[Al+3].[Cl-].[Cl-] (aluminium chloride), COC(=O)/C=C/C1=CC2=C(C(=C1)O)OC(C2C(=O)OC)C=3C=CC(=C(C3)O)O (dihydrobenzofuran), ice, ClCC(=O)Cl (Chloroacetyl chloride). The solvent is C(Cl)Cl (methylene chloride), C(Cl)Cl (methylene chloride), C(Cl)Cl (methylene chloride). Product: ClCC(=O)C=1C=CC2=C(CCO2)C1 (5-chloroacetyl-2,3-dihydrobenzofuran). RXN SMILES: [Cl:1][CH2:2][C:3](Cl)=[O:4].[Cl-].[Al+3].[Cl-].[Cl-].COC(/C=C/[C:16]1[CH:21]=[C:20](O)[C:19]2[O:23][CH:24](C3C=CC(O)=C(O)C=3)[CH:25](C(OC)=O)[C:18]=2[CH:17]=1)=O>C(Cl)Cl>[Cl:1][CH2:2][C:3]([C:16]1[CH:21]=[CH:20][C:19]2[O:23][CH2:24][CH2:25][C:18]=2[CH:17]=1)=[O:4] |f:1.2.3.4|. Reported procedure: Chloroacetyl chloride (10.39 g) was dissolved in methylene chloride (25 ml) and the solution was added to a slurry of aluminium chloride (12.2 g) in methylene chloride (50 ml) at -15° C. A solution of dihydrobenzofuran (10 g) in methylene chloride (25 ml) was added and the solution was allowed to warm to room temperature over 20 hours. The reaction mixture was poured into ice (700 g) and the aqueous layer was back-washed with methylene chloride (2×200 ml). The combined organic extracts were wash... The reactants are NC(=O)c1ccc(Br)cc1, Fc1cccc(F)c1C=Nc1ccc(Cl)cc1, [H-], [Na+], C1COCCOCCOCCOCCOCCO1, CN(C)C=O. Yields the product O=C(NC(Nc1ccc(Cl)cc1)c1c(F)cccc1F)c1ccc(Br)cc1. RXN SMILES: [Br:1][c:2]1[cH:3][cH:4][c:5]([C:6](=[O:7])[NH2:8])[cH:9][cH:10]1.[Cl:31][c:32]1[cH:33][cH:34][c:35]([N:36]=[CH:37][c:38]2[c:39]([F:45])[cH:40][cH:41][cH:42][c:43]2[F:44])[cH:46][cH:47]1.[H-:29].[Na+:30].[O:11]1[CH2:12][CH2:13][O:14][CH2:15][CH2:16][O:17][CH2:18][CH2:19][O:20][CH2:21][CH2:22][O:23][CH2:24][CH2:25][O:26][CH2:27][CH2:28]1.[O:48]=[CH:49][N:50]([CH3:51])[CH3:52]>>[Br:1][c:2]1[cH:3][cH:4][c:5]([C:6](=[O:7])[NH:8][CH:37]([NH:36][c:35]2[cH:34][cH:33][c:32]([Cl:31])[cH:47][cH:46]2)[c:38]2[c:39]([F:45])[cH:40][cH:41][cH:42][c:43]2[F:44])[cH:9][cH:10]1. Starting materials: N(=NC(C#N)(C)C)C(C#N)(C)C (azobisisobutyronitrile), N-(N',N',2',2'-tetramethylaminopropyl)-acrylamide, C(C=C)(=O)N (acrylamide), S(O)(O)(=O)=O (sulfuric acid). Run in O (water). Run at temperature 55 celsius, time 3 hour. Product: OS(=O)(=O)O.C(C=C)(=O)N (H2SO4 acrylamide). As a reaction SMILES: [S:1](=[O:5])(=[O:4])([OH:3])[OH:2].[C:6]([NH2:10])(=[O:9])[CH:7]=[CH2:8].N(C(C)(C)C#N)=NC(C)(C)C#N>O>[OH:4][S:1]([OH:5])(=[O:3])=[O:2].[C:6]([NH2:10])(=[O:9])[CH:7]=[CH2:8] |f:4.5|. Procedure details: 80 g N-(N',N',2',2'-tetramethylaminopropyl)-acrylamide was dissolved in 386 g water and acidified with 100 g 20% sulfuric acid. After addition of 100 g acrylamide, the solution was heated to 55° C. and polymerization was initiated with 80 mg azobisisobutyronitrile. After being allowed to stand for 3 hours, the gel-like copolymerization product was comminuted, dried and ground to give a white powder. Yields the product O=C(/C=C/C(=O)O)\C=C\C1=C(C(=C(C=C1)OC)OC)OC ((E,E)-4-oxo-6-(2,3,4-trimethoxyphenyl)-2,5-hexadienoic acid). The solvent is C(C)(=O)O (acetic acid), O (water). Reactants: COC1=C(C=CC(=C1OC)OC)/C=C/C(C)=O ((E)-4-(2,3,4-trimethoxyphenyl)but-3-en-2-one), O.C(C=O)(=O)O (glyoxylic acid monohydrate). Procedure details: A solution of 18 g (76 mmol) of (E)-4-(2,3,4-trimethoxyphenyl)but-3-en-2-one and 7 g (76 mmol) of glyoxylic acid monohydrate in 19 ml of acetic acid was heated at reflux for 20 hours. The reaction mixture was diluted with water and extracted with ethyl acetate. The organic phase was extracted twice with 3N sodium hydroxide solution. The combined aqueous phases were treated with 3N hydrochloric acid to produce a strongly acidic reaction and extracted twice with ethyl acetate. The combined organic... As a reaction SMILES: [CH3:1][O:2][C:3]1[C:8]([O:9][CH3:10])=[C:7]([O:11][CH3:12])[CH:6]=[CH:5][C:4]=1/[CH:13]=[CH:14]/[C:15](=[O:17])[CH3:16].O.[C:19]([OH:23])(=[O:22])[CH:20]=O>C(O)(=O)C.O>[O:17]=[C:15](/[CH:14]=[CH:13]/[C:4]1[CH:5]=[CH:6][C:7]([O:11][CH3:12])=[C:8]([O:9][CH3:10])[C:3]=1[O:2][CH3:1])/[CH:16]=[CH:20]/[C:19]([OH:23])=[O:22] |f:1.2|. Reagents/catalysts: C=1C=CC(=CC1)[P](C=2C=CC=CC2)(C=3C=CC=CC3)[Pd]([P](C=4C=CC=CC4)(C=5C=CC=CC5)C=6C=CC=CC6)([P](C=7C=CC=CC7)(C=8C=CC=CC8)C=9C=CC=CC9)[P](C=1C=CC=CC1)(C=1C=CC=CC1)C=1C=CC=CC1 (tetrakistriphenylphosphinepalladium). Solvent: O1CCOCC1 (dioxane). Product: C(C)(C)(C)OC(NC1=C(C=C(C=C1)C1=C(C(=C(C=C1)C#N)F)F)F)=O (tert-butyl(4′-cyano-3,2′,3′-trifluorobiphenyl-4-yl)carbamate). Reported procedure: A solution of 3.75 g of 4-cyano-2,3-difluorophenyl trifluoromethanesulfonate in 220 mL of dioxane is admixed at ambient temperature with 5 g of N-Boc-4-amino-3-fluorophenylboronic acid, 3.87 g of sodium carbonate in solution with 56 mL of distilled water and then 1.81 g of tetrakistriphenylphosphinepalladium. The reaction mixture is heated for 3 h at reflux and then poured, after cooling, into the distilled water. This mixture is extracted with ethyl acetate, the organic phase is decanted, washe... Reaction SMILES: FC(F)(F)S(O[C:7]1[CH:12]=[CH:11][C:10]([C:13]#[N:14])=[C:9]([F:15])[C:8]=1[F:16])(=O)=O.[C:19]([NH:26][C:27]1[CH:32]=[CH:31][C:30](B(O)O)=[CH:29][C:28]=1[F:36])([O:21][C:22]([CH3:25])([CH3:24])[CH3:23])=[O:20].C(=O)([O-])[O-].[Na+].[Na+].O>O1CCOCC1.C1C=CC([P]([Pd]([P](C2C=CC=CC=2)(C2C=CC=CC=2)C2C=CC=CC=2)([P](C2C=CC=CC=2)(C2C=CC=CC=2)C2C=CC=CC=2)[P](C2C=CC=CC=2)(C2C=CC=CC=2)C2C=CC=CC=2)(C2C=CC=CC=2)C2C=CC=CC=2)=CC=1>[C:22]([O:21][C:19](=[O:20])[NH:26][C:27]1[CH:32]=[CH:31][C:30]([C:7]2[CH:12]=[CH:11][C:10]([C:13]#[N:14])=[C:9]([F:15])[C:8]=2[F:16])=[CH:29][C:28]=1[F:36])([CH3:25])([CH3:23])[CH3:24] |f:2.3.4,^1:53,55,74,93|. Isolated yield 16.5%. Reactants: C(=O)(OC(C)(C)C)NC1=C(C=C(C=C1)B(O)O)F (N-Boc-4-amino-3-fluorophenylboronic acid), C([O-])([O-])=O.[Na+].[Na+] (sodium carbonate), O (water), FC(S(=O)(=O)OC1=C(C(=C(C=C1)C#N)F)F)(F)F (4-cyano-2,3-difluorophenyl trifluoromethanesulfonate), O (water).